describe an organic reaction: reactants, conditions, products, and yield From a dataset of the Open Reaction Database (ORD), a public repository of structured organic reaction records. Reactants: CCOC=C(C(=O)OCC)C(=O)OCC, CCCOc1ccc(N)cc1C1=NC(=O)C2=NN=NC2=N1, O=S1(=O)CCCC1. The product is CCCOc1ccc(NC=C(C(=O)OCC)C(=O)OCC)cc1C1=NC(=O)C2=NN=NC2=N1. Reaction SMILES: [CH2:22]([O:23][CH:25]=[C:26]([C:27](=[O:28])[O:29][CH2:30][CH3:31])[C:32](=[O:33])[O:34][CH2:35][CH3:36])[CH3:24].[NH2:1][c:2]1[cH:3][cH:4][c:5]([O:18][CH2:19][CH2:20][CH3:21])[c:6]([C:8]2=[N:9][C:10](=[O:17])[C:11]3=[N:12][N:13]=[N:14][C:15]3=[N:16]2)[cH:7]1.[S:37]1(=[O:42])(=[O:43])[CH2:38][CH2:39][CH2:40][CH2:41]1>>[NH:1]([c:2]1[cH:3][cH:4][c:5]([O:18][CH2:19][CH2:20][CH3:21])[c:6]([C:8]2=[N:9][C:10](=[O:17])[C:11]3=[N:12][N:13]=[N:14][C:15]3=[N:16]2)[cH:7]1)[CH:25]=[C:26]([C:27](=[O:28])[O:29][CH2:30][CH3:31])[C:32](=[O:33])[O:34][CH2:35][CH3:36]. Starting materials: ClC=1C=C2C(=NC1)SC(N2CC(=O)OC)=O (6-chloro-1-methoxycarbonylmethyl-2-oxo-1,2-dihydrothiazolo[5,4-b]pyridine), OCCN1CCNCC1 (N-(2-hydroxyethyl)piperazine), ice water. Conditions: temperature 130 celsius. The product is ClC=1C=C2C(=NC1)SC(N2CC(=O)N2CCN(CC2)CCO)=O (6-chloro-2-oxo-1-{[4-(2-hydroxyethyl)-1-piperazinyl]carbonylmethyl}-1,2-dihydrothiazolo[5,4-b]pyridine). The yield is 40.0%. As a reaction SMILES: [Cl:1][C:2]1[CH:3]=[C:4]2[N:10]([CH2:11][C:12]([O:14]C)=O)[C:9](=[O:16])[S:8][C:5]2=[N:6][CH:7]=1.[OH:17][CH2:18][CH2:19][N:20]1[CH2:25][CH2:24][NH:23][CH2:22][CH2:21]1>>[Cl:1][C:2]1[CH:3]=[C:4]2[N:10]([CH2:11][C:12]([N:23]3[CH2:24][CH2:25][N:20]([CH2:19][CH2:18][OH:17])[CH2:21][CH2:22]3)=[O:14])[C:9](=[O:16])[S:8][C:5]2=[N:6][CH:7]=1. Procedure details: A mixture of 6-chloro-1-methoxycarbonylmethyl-2-oxo-1,2-dihydrothiazolo[5,4-b]pyridine (10.32 g) and N-(2-hydroxyethyl)piperazine (10.4 g) was heated at 130° C. for 15 min. After cooling, the reaction mixture was poured into an ice-water. The precipitates obtained were extracted with chloroform. The chloroform layer was dried over magnesium sulfate, and evaporated to give crude material. The crude material was purified on a silica gel column chromatography using a mixture of methylene chloride a... Yields the product C(CCC)C=1N(C(=C(N1)Cl)CNC(=O)NC1=CC=CC2=CC=CC=C12)CC1=CC=C(C=C1)C1=C(C=CC=C1)C(=O)OC (2-n-Butyl-1-[(2'-carbomethoxybiphenyl-4-yl)methyl]-4-chloro-5-(1-naphthylaminocarbonylaminomethyl)imidazole). Starting materials: NCC1=C(N=C(N1CC1=CC=C(C=C1)C1=C(C=CC=C1)C(=O)OC)CCCC)Cl (5-Aminomethyl-2-butyl-1-[(2'-carbomethoxybiphenyl-4-yl)methyl]-4-chloroimidazole), C1(=CC=CC2=CC=CC=C12)N=C=O (1-naphthyl isocyanate). Run in C(Cl)(Cl)Cl (chloroform). Reaction SMILES: [NH2:1][CH2:2][C:3]1[N:7]([CH2:8][C:9]2[CH:14]=[CH:13][C:12]([C:15]3[CH:20]=[CH:19][CH:18]=[CH:17][C:16]=3[C:21]([O:23][CH3:24])=[O:22])=[CH:11][CH:10]=2)[C:6]([CH2:25][CH2:26][CH2:27][CH3:28])=[N:5][C:4]=1[Cl:29].[C:30]1([N:40]=[C:41]=[O:42])[C:39]2[C:34](=[CH:35][CH:36]=[CH:37][CH:38]=2)[CH:33]=[CH:32][CH:31]=1>C(Cl)(Cl)Cl>[CH2:25]([C:6]1[N:7]([CH2:8][C:9]2[CH:10]=[CH:11][C:12]([C:15]3[CH:20]=[CH:19][CH:18]=[CH:17][C:16]=3[C:21]([O:23][CH3:24])=[O:22])=[CH:13][CH:14]=2)[C:3]([CH2:2][NH:1][C:41]([NH:40][C:30]2[C:39]3[C:34](=[CH:35][CH:36]=[CH:37][CH:38]=3)[CH:33]=[CH:32][CH:31]=2)=[O:42])=[C:4]([Cl:29])[N:5]=1)[CH2:26][CH2:27][CH3:28]. The yield is 55.2%. Procedure: 5-Aminomethyl-2-butyl-1-[(2'-carbomethoxybiphenyl-4-yl)methyl]-4-chloroimidazole (1.00 g, 2.4 mmol, 1 eq) and 1-naphthyl isocyanate (0.35 mL, 2.4 mmol, 1 eq), were mixed and stirred in chloroform at room temperature for 3 days. The solvent was removed in vacuo and the residue was purified by flash chromatography over silica gel in 1:1 hexane/ethyl acetate to yield 770 mg of a white glass. NMR (200 MHz, CDCl3) δ7.83 (d, 3H, J=6 Hz); 7.67 (d, 1H, J=6 Hz); 7.56-7.18 (m, 9H); 6.97 (d, 2H, J=7 Hz); 6...